This data is from the Open Reaction Database (ORD), a public repository of structured organic reaction records. The task is: describe an organic reaction: reactants, conditions, products, and yield Starting materials: C(=O)C1=CC(=CS1)C1=CC=C(C=C1)C(CNS(=O)(=O)C(C)C)C (N-2-(4-(5-formylthien-3-yl)phenyl)propyl 2-propanesulfonamide), [BH4-].[Na+] (sodium borohydride). Solvent: C(C)O (ethanol). Conditions: time 16 hour. The product is OCC1=CC(=CS1)C1=CC=C(C=C1)C(CNS(=O)(=O)C(C)C)C (N-2-(4-(5-hydroxymethylthien-3-yl)phenyl)propyl 2-propanesulfonamide). Isolated yield 56.6%. RXN SMILES: [CH:1]([C:3]1[S:7][CH:6]=[C:5]([C:8]2[CH:13]=[CH:12][C:11]([CH:14]([CH3:23])[CH2:15][NH:16][S:17]([CH:20]([CH3:22])[CH3:21])(=[O:19])=[O:18])=[CH:10][CH:9]=2)[CH:4]=1)=[O:2].[BH4-].[Na+]>C(O)C>[OH:2][CH2:1][C:3]1[S:7][CH:6]=[C:5]([C:8]2[CH:9]=[CH:10][C:11]([CH:14]([CH3:23])[CH2:15][NH:16][S:17]([CH:20]([CH3:22])[CH3:21])(=[O:19])=[O:18])=[CH:12][CH:13]=2)[CH:4]=1 |f:1.2|. Procedure details: To solution of 0.09 g (0.3 mmol) of material from Example 69 in 2 mL of ethanol was added 0.01 g (0.3 mmol) of sodium borohydride. The mixture was stirred at ambient temperature for 16 hours and concentrated in vacuo. The residue was partitioned between 5 mL of ethyl acetate and 5 mL of water. The organic layer was separated and the aqueous layer was extracted three times with 3 mL each of ethyl acetate. The combined organics were dried (MgSO4), filtered and concentrated in vacuo. Chromatography...